Dataset: the Open Reaction Database (ORD), a public repository of structured organic reaction records. Task: describe an organic reaction: reactants, conditions, products, and yield Starting materials: 1-Bromo-4-6enzyloxy-butane, [Mg] (Magnesium), FC1=CC=C(C=C1)C(C1CO1)OC(C1CO1)C1=CC=C(C=C1)F (4-fluorophenyl-glycidyl ether), C(C)(=O)OCC.CCCCCC (ethyl acetate hexane), [Cu](C#N)C#N (copper cyanide). The solvent is C1CCOC1 (THF), C1CCOC1 (THF). Run at time 1 hour. The product is C(C1=CC=CC=C1)OCCCCCCC (benzyloxy-heptane). As a reaction SMILES: [Mg].[Cu](C#N)C#N.F[C:8]1[CH:13]=[CH:12][C:11]([CH:14]([O:18][CH:19]([C:23]2[CH:28]=[CH:27][C:26](F)=[CH:25][CH:24]=2)C2OC2)C2OC2)=[CH:10][CH:9]=1.C(OCC)(=O)C.CCCCCC>C1COCC1>[CH2:14]([O:18][CH2:19][CH2:23][CH2:24][CH2:25][CH2:26][CH2:27][CH3:28])[C:11]1[CH:12]=[CH:13][CH:8]=[CH:9][CH:10]=1 |f:3.4|. Procedure details: Magnesium (2.4 g, 98 mmol) was added to a 250 ml flask and flame dried. Dry THF, 25 ml, and 1 ml of dibromoethane were then added. 1-Bromo-4-6enzyloxy-butane 41 (12 g, 49.4 mmol) dissolved in 50 ml of dry THF was added dropwise and the reaction mixture was stirred at room temperature. After 1 hour, the reaction mixture is cooled in an ice-water bath and 90 mg of copper cyanide is added. After 10 minutes in an ice-bath, 4-fluorophenyl-glycidyl ether (5 g, 29.6 mmol) dissolved in 30 ml of dry THF ... The reactants are intermediate 187, C(C1=CC=CC=C1)OC1=C(N=C2C(OCCN2C1=O)(C)C)C(=O)NCC1=C(C=C(C=C1)F)P(OCC)(OCC)=O (diethyl 2-((3-(benzyloxy)-9,9-dimethyl-4-oxo-4,6,7,9-tetrahydropyrimido[2,1-c][1,4]oxazine-2-carboxamido)methyl)-5-fluorophenylphosphonate), C(C)O (ethanol), [OH-].[Na+] (sodium hydroxide). Solvent: O1CCCC1 (tetrahydrofuran), C(C)(=O)OCC (ethyl acetate). Reaction conditions: temperature 45 celsius. Yields the product C(C1=CC=CC=C1)OC1=C(N=C2C(OCCN2C1=O)(C)C)C(=O)NCC1=C(C=C(C=C1)F)P(OCC)(O)=O (Ethyl hydrogen 2-((3-(benzyloxy)-9,9-dimethyl-4-oxo-4,6,7,9-tetrahydropyrimido[2,1-c][1,4]oxazine-2-carboxamido)methyl)-5-fluorophenylphosphonate). Isolated yield 64.2%. As a reaction SMILES: [CH2:1]([O:8][C:9]1[C:18](=[O:19])[N:17]2[C:12]([C:13]([CH3:21])([CH3:20])[O:14][CH2:15][CH2:16]2)=[N:11][C:10]=1[C:22]([NH:24][CH2:25][C:26]1[CH:31]=[CH:30][C:29]([F:32])=[CH:28][C:27]=1[P:33](=[O:40])([O:37]CC)[O:34][CH2:35][CH3:36])=[O:23])[C:2]1[CH:7]=[CH:6][CH:5]=[CH:4][CH:3]=1.C(O)C.[OH-].[Na+]>O1CCCC1.C(OCC)(=O)C>[CH2:1]([O:8][C:9]1[C:18](=[O:19])[N:17]2[C:12]([C:13]([CH3:20])([CH3:21])[O:14][CH2:15][CH2:16]2)=[N:11][C:10]=1[C:22]([NH:24][CH2:25][C:26]1[CH:31]=[CH:30][C:29]([F:32])=[CH:28][C:27]=1[P:33](=[O:37])([OH:40])[O:34][CH2:35][CH3:36])=[O:23])[C:2]1[CH:3]=[CH:4][CH:5]=[CH:6][CH:7]=1 |f:2.3|. Procedure: A solution of intermediate 187, diethyl 2-((3-(benzyloxy)-9,9-dimethyl-4-oxo-4,6,7,9-tetrahydropyrimido[2,1-c][1,4]oxazine-2-carboxamido)methyl)-5-fluorophenylphosphonate (0.115 g, 0.20 mmol) in tetrahydrofuran (3 ml)/ethanol (3 mL) was treated with 1 N aqueous sodium hydroxide (1.0 ml, 1.0 mmol) and the resulting mixture heated at 45° C. for 2 h. The reaction mixture was then diluted with ethyl acetate, washed with 0.1 N hydrochloric acid, brine, dried over anhydrous magnesium sulfate and conce... The reactants are OC1=C(C=CC2=NC3=CC=CC=C3C=C2)C=CC=C1 (2-(o-hydroxy-styryl)-quinoline), CN(C)CCCl (dimethylamino-ethyl chloride), Cl (monohydrochloride). Reported procedure: 2-[o-(β-Dimethylamino-ethoxy)-styryl]-quinoline was prepared from 2-(o-hydroxy-styryl)-quinoline (m.p. 274°-278° C.) and dimethylamino-ethyl chloride, and the free base was converted into its monohydrochloride, yielding 86% of theory of the compound of the formula ##STR8## which had a melting point of 188° C. RXN SMILES: [OH:1][C:2]1[CH:19]=[CH:18][CH:17]=[CH:16][C:3]=1[CH:4]=[CH:5][C:6]1[CH:15]=[CH:14][C:13]2[C:8](=[CH:9][CH:10]=[CH:11][CH:12]=2)[N:7]=1.[CH3:20][N:21]([CH2:23][CH2:24]Cl)[CH3:22].Cl>>[CH3:20][N:21]([CH3:22])[CH2:23][CH2:24][O:1][C:2]1[CH:19]=[CH:18][CH:17]=[CH:16][C:3]=1[CH:4]=[CH:5][C:6]1[CH:15]=[CH:14][C:13]2[C:8](=[CH:9][CH:10]=[CH:11][CH:12]=2)[N:7]=1. Product: CN(CCOC1=C(C=CC2=NC3=CC=CC=C3C=C2)C=CC=C1)C (2-[o-(β-Dimethylamino-ethoxy)-styryl]-quinoline). Reactants: FC1=CC=C(C(=O)OC(C)(C)C)C=C1 (tert-Butyl 4-fluorobenzoate), N1(CCCCC1)CCN (2-(piperidin-1-yl)ethanamine). The solvent is C(C)(=O)OCC (ethyl acetate). Product: N1(CCCCC1)CCNC1=CC=C(C(=O)OC(C)(C)C)C=C1 (tert-Butyl 4-(2-(piperidin-1-yl)ethylamino)benzoate). Yield: 64.5%. RXN SMILES: F[C:2]1[CH:14]=[CH:13][C:5]([C:6]([O:8][C:9]([CH3:12])([CH3:11])[CH3:10])=[O:7])=[CH:4][CH:3]=1.[N:15]1([CH2:21][CH2:22][NH2:23])[CH2:20][CH2:19][CH2:18][CH2:17][CH2:16]1>C(OCC)(=O)C>[N:15]1([CH2:21][CH2:22][NH:23][C:2]2[CH:14]=[CH:13][C:5]([C:6]([O:8][C:9]([CH3:12])([CH3:11])[CH3:10])=[O:7])=[CH:4][CH:3]=2)[CH2:20][CH2:19][CH2:18][CH2:17][CH2:16]1. Reported procedure: tert-Butyl 4-fluorobenzoate 185 (0.502 g, 2.55 mmol) and 2-(piperidin-1-yl)ethanamine 186 (1.46 mL, 10.21 mmol) were stirred neat at 120° C. overnight then diluted with ethyl acetate, washed with saturated aqueous sodium bicarbonate (1×), brine (1×), dried over magnesium sulfate and evaporated to give 187 (0.501 g, 64%). 1H NMR: (DMSO) δ (ppm): 400 MHz, (DMSO) d (ppm): 7.59 (d, J=8.8 Hz, 2H), 6.55 (d, J=8.8 Hz, 2H), 6.24 (t, J=5.1 Hz, 1H), 4.11 (m, 2H), 3.21 to 3.13 (m, 6H), 2.44 (t, J=7.1 Hz, 2... Reactants: [Li]CC, CCBr, [Cl-], O=C(c1ccc(O)cc1)c1ccc(F)cc1, [Li], [NH4+], C1CCOC1. The product is CCC(O)(c1ccc(O)cc1)c1ccc(F)cc1. Reaction SMILES: [CH2:1]([CH3:2])[Li:3].[CH2:5]([Br:6])[CH3:7].[Cl-:24].[F:8][c:9]1[cH:10][cH:11][c:12]([C:13](=[O:14])[c:15]2[cH:16][cH:17][c:18]([OH:21])[cH:19][cH:20]2)[cH:22][cH:23]1.[Li:4].[NH4+:25].[O:26]1[CH2:27][CH2:28][CH2:29][CH2:30]1>>[CH2:1]([CH3:2])[C:13]([c:12]1[cH:11][cH:10][c:9]([F:8])[cH:23][cH:22]1)([OH:14])[c:15]1[cH:16][cH:17][c:18]([OH:21])[cH:19][cH:20]1.